Task: describe an organic reaction: reactants, conditions, products, and yield. Dataset: the Open Reaction Database (ORD), a public repository of structured organic reaction records Reactants: N(=[N+]=[N-])C(CC1=CC(=C2C=CC=NC2=C1OCC1=CC=CC=C1)Cl)C1=CC=C(O1)CN(C)C (1-(5-{1-azido-2-[8-(benzyloxy)-5-chloroquinolin-7-yl]ethyl}-2-furyl)-N,N-dimethylmethanamine), C1(=CC=CC=C1)P(C1=CC=CC=C1)C1=CC=CC=C1 (triphenylphosphine). The solvent is C(C)(=O)OCC (ethyl acetate), O1CCCC1 (tetrahydrofuran), O (water). Conditions: temperature 70 celsius, time 2 hour. The product is C(C1=CC=CC=C1)OC=1C(=CC(=C2C=CC=NC12)Cl)CC(N)C=1OC(=CC1)CN(C)C (2-[8-(Benzyloxy)-5-chloroquinolin-7-yl]-1-{5-[(dimethylamino)methyl]-2-furyl}ethanamine). Reaction SMILES: [N:1]([CH:4]([C:25]1[O:29][C:28]([CH2:30][N:31]([CH3:33])[CH3:32])=[CH:27][CH:26]=1)[CH2:5][C:6]1[C:15]([O:16][CH2:17][C:18]2[CH:23]=[CH:22][CH:21]=[CH:20][CH:19]=2)=[C:14]2[C:9]([CH:10]=[CH:11][CH:12]=[N:13]2)=[C:8]([Cl:24])[CH:7]=1)=[N+]=[N-].C1(P(C2C=CC=CC=2)C2C=CC=CC=2)C=CC=CC=1>O1CCCC1.O.C(OCC)(=O)C>[CH2:17]([O:16][C:15]1[C:6]([CH2:5][CH:4]([C:25]2[O:29][C:28]([CH2:30][N:31]([CH3:32])[CH3:33])=[CH:27][CH:26]=2)[NH2:1])=[CH:7][C:8]([Cl:24])=[C:9]2[C:14]=1[N:13]=[CH:12][CH:11]=[CH:10]2)[C:18]1[CH:23]=[CH:22][CH:21]=[CH:20][CH:19]=1. Procedure: To a stirring solution of 1-(5-{1-azido-2-[8-(benzyloxy)-5-chloroquinolin-7-yl]ethyl}-2-furyl)-N,N-dimethylmethanamine (0.1.451 mmol) in tetrahydrofuran (5 mL) and water (1.5 mL) in a round bottom flask equipped with a reflux condenser was added triphenylphosphine (1.596 mmol, 1.1 eq.) (CAUTION: vigorous gas evolution, do not seal reaction vessel) and the resulting mixture was then warmed to 70° C. and stirred 2 h. The reaction mixture was then allowed to cool to room temperature, diluted with e... The reactants are CCOP(=O)(OCC)C(NC(=O)OCc1ccccc1)C(=O)OC, C1CCOC1, CC(C)(C)OC(=O)Nc1ccc(-c2ccccc2)nc1C=O, [H-], [Na+]. The product is COC(=O)C(=Cc1nc(-c2ccccc2)ccc1NC(=O)OC(C)(C)C)NC(=O)OCc1ccccc1. Reaction SMILES: [CH2:3]([c:4]1[cH:5][cH:6][cH:7][cH:8][cH:9]1)[O:10][C:11](=[O:12])[NH:13][CH:14]([C:15](=[O:16])[O:17][CH3:18])[P:19]([O:20][CH2:21][CH3:22])([O:23][CH2:24][CH3:25])=[O:26].[CH2:49]1[O:50][CH2:51][CH2:52][CH2:53]1.[CH:27](=[O:28])[c:29]1[n:30][c:31](-[c:43]2[cH:44][cH:45][cH:46][cH:47][cH:48]2)[cH:32][cH:33][c:34]1[NH:35][C:36]([O:37][C:38]([CH3:39])([CH3:40])[CH3:41])=[O:42].[H-:1].[Na+:2]>>[CH2:3]([c:4]1[cH:5][cH:6][cH:7][cH:8][cH:9]1)[O:10][C:11](=[O:12])[NH:13][C:14]([C:15](=[O:16])[O:17][CH3:18])=[CH:27][c:29]1[n:30][c:31](-[c:43]2[cH:44][cH:45][cH:46][cH:47][cH:48]2)[cH:32][cH:33][c:34]1[NH:35][C:36]([O:37][C:38]([CH3:39])([CH3:40])[CH3:41])=[O:42]. Starting materials: C(C)(C)(C)OC(=O)N(CCCCCNS(=O)(=O)C(F)(F)F)CC1=CC=CC=2N1C=CN2 (5-[N-tert-butoxycarbonyl-N-[5-(trifluoromethanesulfonamido)pentan-1-yl]aminomethyl]imidazo[1,2-a]pyridine), ClC(C(=O)Cl)(Cl)Cl (trichloroacetyl chloride), C(O)([O-])=O.[Na+] (sodium hydrogencarbonate), ice water. Reagents/catalysts: CN(C1=CC=NC=C1)C (4-dimethylaminopyridine). The solvent is C(Cl)(Cl)Cl (chloroform). Run at time 3 minute. Yields the product ClC(C(=O)C1=CN=C2N1C(=CC=C2)CN(CCCCCNS(=O)(=O)C(F)(F)F)C(=O)OC(C)(C)C)(Cl)Cl (3-trichloroacetyl-5-[N-tert-butoxycarbonyl-N-[5-(trifluoromethanesulfonamido)pentan-1-yl]aminomethyl]imidazo[1,2-a]pyridine). The yield is 57.9%. RXN SMILES: [C:1]([O:5][C:6]([N:8]([CH2:22][C:23]1[N:28]2[CH:29]=[CH:30][N:31]=[C:27]2[CH:26]=[CH:25][CH:24]=1)[CH2:9][CH2:10][CH2:11][CH2:12][CH2:13][NH:14][S:15]([C:18]([F:21])([F:20])[F:19])(=[O:17])=[O:16])=[O:7])([CH3:4])([CH3:3])[CH3:2].[Cl:32][C:33]([Cl:38])([Cl:37])[C:34](Cl)=[O:35].C(=O)([O-])O.[Na+]>CN(C)C1C=CN=CC=1.C(Cl)(Cl)Cl>[Cl:32][C:33]([Cl:38])([Cl:37])[C:34]([C:29]1[N:28]2[C:23]([CH2:22][N:8]([C:6]([O:5][C:1]([CH3:4])([CH3:2])[CH3:3])=[O:7])[CH2:9][CH2:10][CH2:11][CH2:12][CH2:13][NH:14][S:15]([C:18]([F:20])([F:19])[F:21])(=[O:17])=[O:16])=[CH:24][CH:25]=[CH:26][C:27]2=[N:31][CH:30]=1)=[O:35] |f:2.3|. Reported procedure: To a solution of 3.55 g (7.64 mmol) of 5-[N-tert-butoxycarbonyl-N-[5-(trifluoromethanesulfonamido)pentan-1-yl]aminomethyl]imidazo[1,2-a]pyridine and 2.80 g (22.92 mmol) of 4-dimethylaminopyridine in 35 ml of chloroform was added dropwise 2.6 ml (22.92 mmol) of trichloroacetyl chloride, while stirring at room temperature for 3 minutes. The reaction mixture was heated for 15 hours under reflux. The reaction mixture was poured into ice-water, which was neutralized with a saturated aqueous solution ... The reactants are O=C([O-])[O-], CN(C)C=O, COc1cc(CCl)ccc1OCc1nc(-c2ccco2)oc1C, [K+], [K+], O, CCOC(=O)CCc1cn(-c2ccccc2)nc1O. Yields the product CCOC(=O)CCc1cn(-c2ccccc2)nc1OCc1ccc(OCc2nc(-c3ccco3)oc2C)c(OC)c1. As a reaction SMILES: [C:43](=[O:44])([O-:45])[O-:46].[CH3:49][N:50]([CH3:51])[CH:52]=[O:53].[Cl:20][CH2:21][c:22]1[cH:23][c:24]([O:41][CH3:42])[c:25]([O:26][CH2:27][c:28]2[n:29][c:30](-[c:34]3[o:35][cH:36][cH:37][cH:38]3)[o:31][c:32]2[CH3:33])[cH:39][cH:40]1.[K+:47].[K+:48].[OH2:54].[OH:1][c:2]1[n:3][n:4](-[c:14]2[cH:15][cH:16][cH:17][cH:18][cH:19]2)[cH:5][c:6]1[CH2:7][CH2:8][C:9](=[O:10])[O:11][CH2:12][CH3:13]>>[O:1]([c:2]1[n:3][n:4](-[c:14]2[cH:15][cH:16][cH:17][cH:18][cH:19]2)[cH:5][c:6]1[CH2:7][CH2:8][C:9](=[O:10])[O:11][CH2:12][CH3:13])[CH2:21][c:22]1[cH:23][c:24]([O:41][CH3:42])[c:25]([O:26][CH2:27][c:28]2[n:29][c:30](-[c:34]3[o:35][cH:36][cH:37][cH:38]3)[o:31][c:32]2[CH3:33])[cH:39][cH:40]1.